This data is from the Open Reaction Database (ORD), a public repository of structured organic reaction records. The task is: describe an organic reaction: reactants, conditions, products, and yield Reactants: CCO, N#C[K], O=[N+]([O-])c1ccc(Sc2ccccc2)c(CCl)c1, C1COCCO1, O. Product: N#CCc1cc([N+](=O)[O-])ccc1Sc1ccccc1. RXN SMILES: [CH3:19][CH2:20][OH:21].[K:28][C:29]#[N:30].[N+:1](=[O:2])([O-:3])[c:4]1[cH:5][c:6]([CH2:7][Cl:8])[c:9]([S:12][c:13]2[cH:14][cH:15][cH:16][cH:17][cH:18]2)[cH:10][cH:11]1.[O:22]1[CH2:23][CH2:24][O:25][CH2:26][CH2:27]1.[OH2:31]>>[N+:1](=[O:2])([O-:3])[c:4]1[cH:5][c:6]([CH2:7][C:29]#[N:30])[c:9]([S:12][c:13]2[cH:14][cH:15][cH:16][cH:17][cH:18]2)[cH:10][cH:11]1. The reactants are COCc1c(C(=O)OC(C)C)ncc2[nH]c3ccc(OCc4ccccc4)cc3c12, CN(CCCCC(=O)CBr)CCc1ccccc1, Cl, [H-], [Na+], C1CCOC1, O. The product is COCc1c(C(=O)OC(C)C)ncc2c1c1cc(OCc3ccccc3)ccc1n2CC(=O)CCCCN(C)CCc1ccccc1. RXN SMILES: [CH3:1][CH:2]([CH3:3])[O:4][C:5](=[O:6])[c:7]1[c:8]([CH2:28][O:29][CH3:30])[c:9]2[c:10]([nH:11][c:12]3[cH:13][cH:14][c:15]([O:18][CH2:19][c:20]4[cH:21][cH:22][cH:23][cH:24][cH:25]4)[cH:16][c:17]23)[cH:26][n:27]1.[CH3:33][N:34]([CH2:35][CH2:36][c:37]1[cH:38][cH:39][cH:40][cH:41][cH:42]1)[CH2:43][CH2:44][CH2:45][CH2:46][C:47]([CH2:48][Br:49])=[O:50].[ClH:51].[H-:31].[Na+:32].[O:52]1[CH2:53][CH2:54][CH2:55][CH2:56]1.[OH2:57]>>[CH3:1][CH:2]([CH3:3])[O:4][C:5](=[O:6])[c:7]1[c:8]([CH2:28][O:29][CH3:30])[c:9]2[c:10]([n:11]([CH2:48][C:47]([CH2:46][CH2:45][CH2:44][CH2:43][N:34]([CH3:33])[CH2:35][CH2:36][c:37]3[cH:38][cH:39][cH:40][cH:41][cH:42]3)=[O:50])[c:12]3[cH:13][cH:14][c:15]([O:18][CH2:19][c:20]4[cH:21][cH:22][cH:23][cH:24][cH:25]4)[cH:16][c:17]23)[cH:26][n:27]1.